This data is from the Open Reaction Database (ORD), a public repository of structured organic reaction records. The task is: describe an organic reaction: reactants, conditions, products, and yield Reactants: FC1=CC=C(C#N)C=C1 (4-fluorobenzonitrile), Cl (hydrochloric acid), NC1=CC=NC=C1 (4-aminopyridine), C(O)([O-])=O.[Na+] (sodium hydrogen carbonate), CC(C)([O-])C.[K+] (potassium tert-butoxide). Run in O (water), CS(=O)C (dimethyl sulfoxide), CS(=O)C (dimethyl sulfoxide). Reaction conditions: time 1 hour. Yields the product N1=CC=C(C=C1)NC1=CC=C(C#N)C=C1 (4-[N-(4-pyridyl)amino]benzonitrile). Yield: 94.9%. RXN SMILES: CC(C)([O-])C.[K+].[NH2:7][C:8]1[CH:13]=[CH:12][N:11]=[CH:10][CH:9]=1.F[C:15]1[CH:22]=[CH:21][C:18]([C:19]#[N:20])=[CH:17][CH:16]=1.Cl.C(=O)([O-])O.[Na+]>CS(C)=O.O>[N:11]1[CH:12]=[CH:13][C:8]([NH:7][C:15]2[CH:22]=[CH:21][C:18]([C:19]#[N:20])=[CH:17][CH:16]=2)=[CH:9][CH:10]=1 |f:0.1,5.6|. Procedure details: 10 ml of dimethyl sulfoxide was added to the above potassium tert-butoxide, followed by cooling in an ice-water bath. While this mixture was kept at 20° C. or below, 1.882 g of 4-aminopyridine was added thereto, followed by stirring at room temperature for 1 hour. 1.21 g of 4-fluorobenzonitrile was dissolved in 3 ml of dimethyl sulfoxide, and this solution was added dropwise to the above reaction mixture kept at an internal temperature of 30° C. or below, followed by stirring at room temperature... Reactants: CCOP(=O)(Cc1ccc(C#N)cc1)OCC, [Li]CCCC, CI, CCCCCC, C1CCOC1. Yields the product CCOP(=O)(OCC)C(C)c1ccc(C#N)cc1. RXN SMILES: [C:6](#[N:7])[c:8]1[cH:9][cH:10][c:11]([CH2:12][P:13]([O:14][CH2:15][CH3:16])([O:17][CH2:18][CH3:19])=[O:20])[cH:21][cH:22]1.[CH2:1]([Li:2])[CH2:3][CH2:4][CH3:5].[CH3:23][I:24].[CH3:25][CH2:26][CH2:27][CH2:28][CH2:29][CH3:30].[O:31]1[CH2:32][CH2:33][CH2:34][CH2:35]1>>[CH3:1][CH:12]([c:11]1[cH:10][cH:9][c:8]([C:6]#[N:7])[cH:22][cH:21]1)[P:13]([O:14][CH2:15][CH3:16])([O:17][CH2:18][CH3:19])=[O:20]. Starting materials: Cc1cc([N+](=O)[O-])ccc1N=C=O, CN1CCOCC1, ClCC1(NC2CCCCC2)CCCC1, ClCCCl, Cl. Product: Cc1cc([N+](=O)[O-])ccc1N=C1OCC2(CCCC2)N1C1CCCCC1. As a reaction SMILES: [CH3:16][c:17]1[c:18]([N:26]=[C:27]=[O:28])[cH:19][cH:20][c:21]([N+:23](=[O:24])[O-:25])[cH:22]1.[CH3:29][N:30]1[CH2:31][CH2:32][O:33][CH2:34][CH2:35]1.[Cl:1][CH2:2][C:3]1([NH:8][CH:9]2[CH2:10][CH2:11][CH2:12][CH2:13][CH2:14]2)[CH2:4][CH2:5][CH2:6][CH2:7]1.[Cl:36][CH2:37][CH2:38][Cl:39].[ClH:15]>>[CH2:2]1[C:3]2([CH2:4][CH2:5][CH2:6][CH2:7]2)[N:8]([CH:9]2[CH2:10][CH2:11][CH2:12][CH2:13][CH2:14]2)[C:27](=[N:26][c:18]2[c:17]([CH3:16])[cH:22][c:21]([N+:23](=[O:24])[O-:25])[cH:20][cH:19]2)[O:28]1. Reactants: N1N=NN=C1C1=CC=C(C=C1)C1=NC2=CC=C(C=C2C=C1C)OC (2-(4-(1H-tetrazol-5-yl)phenyl)-6-methoxy-3-methylquinoline), N1N=NN=C1C1=CC=C(C=C1)C1=NC2=CC=C(C=C2C=C1C)OC (2-(4-(1H-tetrazol-5-yl)phenyl)-6-methoxy-3-methylquinoline), B(Br)(Br)Br (BBr3), C(Cl)Cl (DCM). Run at temperature 25 celsius, time 2 hour. Product: ClC1=NC2=CC=C(C=C2C=C1)O (2-chloroquinolin-6-ol). Yield: 70.0%. RXN SMILES: N1C(C2C=CC([C:12]3[C:21](C)=[CH:20][C:19]4[C:14](=[CH:15][CH:16]=[C:17]([O:23]C)[CH:18]=4)[N:13]=3)=CC=2)=NN=N1.B(Br)(Br)Br.C(Cl)[Cl:30]>>[Cl:30][C:12]1[CH:21]=[CH:20][C:19]2[C:14](=[CH:15][CH:16]=[C:17]([OH:23])[CH:18]=2)[N:13]=1. Procedure: To a solution of 2-chloro-6-methoxyquinoline (Intermediate 1) (2.00 g, 10.4 mmol) in anhydrous DCM (100 mL) was added BBr3 (6 mL, 62.2 mmol) dropwise at 0° C. The reaction mixture was stirred at 25° C. for 2 hours, then quenched with aqueous saturated NH4Cl (50 mL) and filtered. The filtrate was extracted with CH2Cl2/MeOH (v/v=10/1, 30 mL×2) and the combined organic layers were washed with brine (30 mL), dried over Na2SO4, filtered and concentrated under reduced pressure to give 2-chloroquinolin... Reactants: O=C1CCC(=O)N1Br, COC(=O)c1sccc1C, ClC(Cl)(Cl)Cl. Yields the product COC(=O)c1sccc1CBr. Reaction SMILES: [Br:11][N:12]1[C:13](=[O:14])[CH2:15][CH2:16][C:17]1=[O:18].[CH3:1][c:2]1[c:3]([C:7](=[O:8])[O:9][CH3:10])[s:4][cH:5][cH:6]1.[Cl:19][C:20]([Cl:21])([Cl:22])[Cl:23]>>[CH2:1]([c:2]1[c:3]([C:7](=[O:8])[O:9][CH3:10])[s:4][cH:5][cH:6]1)[Br:11].